From a dataset of the Open Reaction Database (ORD), a public repository of structured organic reaction records. describe an organic reaction: reactants, conditions, products, and yield Run at time 15 minute. Starting materials: C(C)(C)(C)OC(=O)N1CCC(CC1)C(=O)C1=NC2=C(N1CC=1OC=CC1)C=CC=C2 (1-(t-butoxycarbonyl)-4-(1-(fur-2-ylmethyl)-1H-benzimidazole-2-carbonyl)piperidine), FC(C(=O)O)(F)F (trifluoroacetic acid). Run in ClCCl (dichloromethane), ClCCl (dichloromethane). Product: O1C(=CC=C1)CN1C(=NC2=C1C=CC=C2)C(=O)C2CCNCC2 (4-(1-(fur-2-ylmethyl)-1H-benzimidazole-2-carbonyl)-piperidine). Procedure: Combine 1-(t-butoxycarbonyl)-4-(1H-benzimidazole-2-carbonyl)piperidine (1.16 mmol), furfuryl alcohol (0.10 mL, 1.16 mmol), and triphenylphosphine (0.33 g, 1.28 mmol) in tetrahydrofuran (5 mL). Add diethyl azodicarboxylate (0.20 mL, 1.28 mmol). After 18 hours, evaporate the reaction mixture in vacuo to give a residue. Partition the residue between ethyl acetate and water. Separate the organic layer and extract with water and saturated aqueous sodium chloride solution. Dry the organic layer over N... RXN SMILES: C(OC([N:8]1[CH2:13][CH2:12][CH:11]([C:14]([C:16]2[N:20]([CH2:21][C:22]3[O:23][CH:24]=[CH:25][CH:26]=3)[C:19]3[CH:27]=[CH:28][CH:29]=[CH:30][C:18]=3[N:17]=2)=[O:15])[CH2:10][CH2:9]1)=O)(C)(C)C.FC(F)(F)C(O)=O>ClCCl>[O:23]1[CH:24]=[CH:25][CH:26]=[C:22]1[CH2:21][N:20]1[C:19]2[CH:27]=[CH:28][CH:29]=[CH:30][C:18]=2[N:17]=[C:16]1[C:14]([CH:11]1[CH2:12][CH2:13][NH:8][CH2:9][CH2:10]1)=[O:15]. Starting materials: COCC(C)O (1-Methoxy-2-propanol), C(C)(=O)C1=CC=CC=C1 (acetophenone), C(C1=CC=CC=C1)(=O)OC (Methyl benzoate), C([O-])(O)=O.[Na+] (Sodium bicarbonate), S(O)(O)(=O)=O (sulfuric acid), [OH-].[Na+] (sodium hydroxide), xylenes, ketone. The product is C(C1=CC=CC=C1)(=O)CC(C1=CC=CC=C1)=O (Dibenzoylmethane). Reaction SMILES: COCC(O)C.[OH-].[Na+].[C:9]([O:17]C)(=O)[C:10]1[CH:15]=[CH:14][CH:13]=[CH:12][CH:11]=1.[C:19]([C:22]1[CH:27]=[CH:26][CH:25]=[CH:24][CH:23]=1)(=[O:21])[CH3:20].S(=O)(=O)(O)O.C(=O)(O)[O-].[Na+]>>[C:19]([CH2:20][C:9](=[O:17])[C:10]1[CH:11]=[CH:12][CH:13]=[CH:14][CH:15]=1)(=[O:21])[C:22]1[CH:27]=[CH:26][CH:25]=[CH:24][CH:23]=1 |f:1.2,6.7|. Reported procedure: 1-Methoxy-2-propanol (923 g; 10.24 mol), sodium hydroxide (256 g; 6.4 mol), and xylenes (1820 g; 2.12 L) were placed into a four-necked, round bottom, five liter flask equipped with a stirrer, a thermometer, and an Oldershaw column with a Dean-Stark trap and a condenser. The mixture was heated to boiling with stirring under a blanket of nitrogen and the water was azeotroped out (temperature of reflux 106-116° C.). When no more water was collected (280 mL of lower phase), some solvent was distill...